Dataset: the Open Reaction Database (ORD), a public repository of structured organic reaction records. Task: describe an organic reaction: reactants, conditions, products, and yield Starting materials: O(C1=CC=CC=C1)CCSCC1=CC=C(C=C1)C1=CC(=CC=C1)C(=O)O (4′-(2-phenoxy-ethylsulfanylmethyl)-biphenyl-3-carboxylic acid), C(C)OC(=O)C=1C=C(C=CC1)C1=CC(=CC=C1)CSCCOC1=CC=CC=C1 (3′-(2-Phenoxy-ethylsulfanylmethyl)-biphenyl-3-carboxylic acid ethyl ester), [OH-].[Li+] (lithium hydroxide). The solvent is C1CCOC1 (THF). Product: O(C1=CC=CC=C1)CCSCC=1C=C(C=CC1)C1=CC(=CC=C1)C(=O)O (3′-(2-phenoxy-ethylsulfanylmethyl)-biphenyl-3-carboxylic acid). The yield is 98.2%. RXN SMILES: O(CCSCC1C=CC(C2C=CC=C(C(O)=O)C=2)=CC=1)C1C=CC=CC=1.C([O:29][C:30]([C:32]1[CH:33]=[C:34]([C:38]2[CH:43]=[CH:42][CH:41]=[C:40]([CH2:44][S:45][CH2:46][CH2:47][O:48][C:49]3[CH:54]=[CH:53][CH:52]=[CH:51][CH:50]=3)[CH:39]=2)[CH:35]=[CH:36][CH:37]=1)=[O:31])C.[OH-].[Li+]>C1COCC1>[O:48]([CH2:47][CH2:46][S:45][CH2:44][C:40]1[CH:39]=[C:38]([C:34]2[CH:35]=[CH:36][CH:37]=[C:32]([C:30]([OH:31])=[O:29])[CH:33]=2)[CH:43]=[CH:42][CH:41]=1)[C:49]1[CH:50]=[CH:51][CH:52]=[CH:53][CH:54]=1 |f:2.3|. Reported procedure: 3′-(2-Phenoxy-ethylsulfanylmethyl)-biphenyl-3-carboxylic acid was synthesized as described for 4′-(2-phenoxy-ethylsulfanylmethyl)-biphenyl-3-carboxylic acid. 3′-(2-Phenoxy-ethylsulfanylmethyl)-biphenyl-3-carboxylic acid ethyl ester (0.80 g, 2.04 mmol, 1 eq.) in 30% aqueous THF was treated with lithium hydroxide (0.15 g, 6.12 mmol, 3 eq.). When complete, the reaction was worked up as described leaving 3′-(2-phenoxy-ethylsulfanylmethyl)-biphenyl-3-carboxylic acid (0.73 g, 98% yield) as an orange o...